This data is from the Open Reaction Database (ORD), a public repository of structured organic reaction records. The task is: describe an organic reaction: reactants, conditions, products, and yield Starting materials: C1(CC1)N (Cyclopropylamine), NC1=CC(=C(OC2=C3C(=NC=C2)C=C(S3)C=3N(C(=CN3)CN3C(CCC3)=O)C)C=C1)F (1-((2-(7-(4-amino-2-fluorophenoxy)thieno[3,2-b]pyridin-2-yl)-1-methyl-1H-imidazol-5-yl)methyl)pyrrolidin-2-one), TEA, ClC(Cl)(OC(OC(Cl)(Cl)Cl)=O)Cl (triphosgene). Solvent: C1CCOC1 (THF), C1CCOC1 (THF). The product is C1(CC1)NC(=O)NC1=CC(=C(C=C1)OC1=C2C(=NC=C1)C=C(S2)C=2N(C(=CN2)CN2C(CCC2)=O)C)F (1-cyclopropyl-3-(3-fluoro-4-(2-(1-methyl-5-((2-oxopyrrolidin-1-yl)methyl)-1H-imidazol-2-yl)thieno[3,2-b]pyridin-7-yloxy)phenyl)urea). Yield: 51.3%. RXN SMILES: [NH2:1][C:2]1[CH:30]=[CH:29][C:5]([O:6][C:7]2[CH:12]=[CH:11][N:10]=[C:9]3[CH:13]=[C:14]([C:16]4[N:17]([CH3:28])[C:18]([CH2:21][N:22]5[CH2:26][CH2:25][CH2:24][C:23]5=[O:27])=[CH:19][N:20]=4)[S:15][C:8]=23)=[C:4]([F:31])[CH:3]=1.ClC(Cl)(O[C:36](=[O:42])OC(Cl)(Cl)Cl)Cl.[CH:44]1([NH2:47])[CH2:46][CH2:45]1>C1COCC1>[CH:44]1([NH:47][C:36]([NH:1][C:2]2[CH:30]=[CH:29][C:5]([O:6][C:7]3[CH:12]=[CH:11][N:10]=[C:9]4[CH:13]=[C:14]([C:16]5[N:17]([CH3:28])[C:18]([CH2:21][N:22]6[CH2:26][CH2:25][CH2:24][C:23]6=[O:27])=[CH:19][N:20]=5)[S:15][C:8]=34)=[C:4]([F:31])[CH:3]=2)=[O:42])[CH2:46][CH2:45]1. Procedure details: To a solution of 136 (77 mg, 0.176 mmol) in THF (10 mL) was added TEA (0.074 mL, 0.528 mmol) and triphosgene (52.2 mg, 1.451 mmol) in THF (5 mL) and the mixture was stirred at RT for an hour. Cyclopropylamine (10.5 mg, 0.176 mmol) was added and the reaction mixture was stirred at RT overnight. The reaction mixture was then concentrated and partitioned between with DCM and saturated NaHCO3 solution. The organic phase was collected, dried over anhydrous Na2SO4, filtered and concentrated. Purificat... Reactants: C(#N)C1=C(C=C(C=C1)CCC(=O)OCC)F (Ethyl 3-(4-Cyano-3-fluorophenyl)propanoate), [BH4-].[Na+] (sodium borohydride), [BH4-].[Na+] (sodium borohydride). Solvent: C(C)O (ethanol). Reaction conditions: time 45 minute. Yields the product FC1=C(C#N)C=CC(=C1)CCCO (2-Fluoro-4-(3-hydroxy-1-propyl)benzonitrile). RXN SMILES: [C:1]([C:3]1[CH:8]=[CH:7][C:6]([CH2:9][CH2:10][C:11](OCC)=[O:12])=[CH:5][C:4]=1[F:16])#[N:2].[BH4-].[Na+]>C(O)C>[F:16][C:4]1[CH:5]=[C:6]([CH2:9][CH2:10][CH2:11][OH:12])[CH:7]=[CH:8][C:3]=1[C:1]#[N:2] |f:1.2|. Reported procedure: To a solution of the product from Step C (140 mg, 0.71 mmol) in 3.5 mL of ethanol at 0° C. was added sodium borohydride (84 mg, 2.1 mmol). After 45 minutes, another portion of sodium borohydride was added, and the mixture was stirred overnight. The reaction was quenched with saturated NH4Cl solution, concentrated in vacuo, and partitioned between EtOAc and saturated NaHCO3 solution. The organic layer was washed with brine, dried (Na2SO4), filtered, and concentrated in vacuo to provide the alcoho...